Dataset: the Open Reaction Database (ORD), a public repository of structured organic reaction records. Task: describe an organic reaction: reactants, conditions, products, and yield Reactants: C1(=CC=CC=C1)N1N=C(CC1)N (1-phenyl-4,5-dihydro-1H-pyrazol-3-ylamine), 3,4,5,6-tetrachloro-1,4-benzoquinone, aqueous solution, [OH-].[Na+] (sodium hydroxide). The solvent is CN(C=O)C (N,N-dimethylformamide), O1CCOCC1 (1,4-dioxane). Run at time 4.5 hour. Product: C1(=CC=CC=C1)N1N=C(C=C1)N (1-Phenyl-1H-pyrazol-3-ylamine). Isolated yield 24.7%. As a reaction SMILES: [C:1]1([N:7]2[CH2:11][CH2:10][C:9]([NH2:12])=[N:8]2)[CH:6]=[CH:5][CH:4]=[CH:3][CH:2]=1.[OH-].[Na+]>CN(C)C=O.O1CCOCC1>[C:1]1([N:7]2[CH:11]=[CH:10][C:9]([NH2:12])=[N:8]2)[CH:2]=[CH:3][CH:4]=[CH:5][CH:6]=1 |f:1.2|. Procedure: To a solution of 1-phenyl-4,5-dihydro-1H-pyrazol-3-ylamine (50.0 g) in N,N-dimethylformamide (150 ml) and 1,4-dioxane (500 ml) was added 3,4,5,6-tetrachloro-1,4-benzoquinone (84.0 g) under ice-cooling over 20 minutes, and the mixture was stirred at room temperature for 4.5 hours. To the reaction mixture was added a 2M aqueous solution of sodium hydroxide (400 ml) under ice-cooling over 25 minutes, and the mixture was stirred at room temperature for 1 hour. The mixture was filtered through Celite...